describe an organic reaction: reactants, conditions, products, and yield From a dataset of the Open Reaction Database (ORD), a public repository of structured organic reaction records. The reactants are C1COCCO1, CO, Cl, CCOC(=O)Cc1ccc(OCc2ccc([N+](=O)[O-])cc2)cc1, [Na+], [OH-]. The product is O=C(O)Cc1ccc(OCc2ccc([N+](=O)[O-])cc2)cc1. As a reaction SMILES: [CH2:27]1[O:28][CH2:29][CH2:30][O:31][CH2:32]1.[CH3:25][OH:26].[ClH:24].[N+:1](=[O:2])([O-:3])[c:4]1[cH:5][cH:6][c:7]([CH2:8][O:9][c:10]2[cH:11][cH:12][c:13]([CH2:16][C:17](=[O:18])[O:19][CH2:20][CH3:21])[cH:14][cH:15]2)[cH:22][cH:23]1.[Na+:34].[OH-:33]>>[N+:1](=[O:2])([O-:3])[c:4]1[cH:5][cH:6][c:7]([CH2:8][O:9][c:10]2[cH:11][cH:12][c:13]([CH2:16][C:17](=[O:18])[OH:19])[cH:14][cH:15]2)[cH:22][cH:23]1. Starting materials: CC#N, CCN(C(C)C)C(C)C, Cc1ccc(C)c2oc(CCl)nc12, CCc1cc(N)c(=O)[nH]c1C. The product is CCc1cc(NCc2nc3c(C)ccc(C)c3o2)c(=O)[nH]c1C. As a reaction SMILES: [CH3:34][C:35]#[N:36].[CH:25]([N:26]([CH:27]([CH3:28])[CH3:29])[CH2:30][CH3:31])([CH3:32])[CH3:33].[Cl:12][CH2:13][c:14]1[o:15][c:16]2[c:17]([n:18]1)[c:19]([CH3:24])[cH:20][cH:21][c:22]2[CH3:23].[NH2:1][c:2]1[c:3](=[O:11])[nH:4][c:5]([CH3:10])[c:6]([CH2:8][CH3:9])[cH:7]1>>[NH:1]([c:2]1[c:3](=[O:11])[nH:4][c:5]([CH3:10])[c:6]([CH2:8][CH3:9])[cH:7]1)[CH2:13][c:14]1[o:15][c:16]2[c:17]([n:18]1)[c:19]([CH3:24])[cH:20][cH:21][c:22]2[CH3:23]. Reactants: C1CCOC1, CCCC1CCC(C2CCC(CCc3cc(F)cc(F)c3)CC2)CC1, [Li]CCCC, CN(C)CCN(C)C, CCOCC, O=C1CCC(=O)N1Cl, O. Yields the product CCCC1CCC(C2CCC(CCc3cc(F)c(Cl)c(F)c3)CC2)CC1. RXN SMILES: [CH2:47]1[O:48][CH2:49][CH2:50][CH2:51]1.[CH2:6]([CH2:7][CH3:8])[CH:9]1[CH2:10][CH2:11][CH:12]([CH:15]2[CH2:16][CH2:17][CH:18]([CH2:21][CH2:22][c:23]3[cH:24][c:25]([F:30])[cH:26][c:27]([F:29])[cH:28]3)[CH2:19][CH2:20]2)[CH2:13][CH2:14]1.[CH3:1][CH2:2][CH2:3][CH2:4][Li:5].[CH3:31][N:32]([CH3:33])[CH2:34][CH2:35][N:36]([CH3:37])[CH3:38].[CH3:52][CH2:53][O:54][CH2:55][CH3:56].[Cl:39][N:40]1[C:41](=[O:42])[CH2:43][CH2:44][C:45]1=[O:46].[OH2:57]>>[CH2:6]([CH2:7][CH3:8])[CH:9]1[CH2:10][CH2:11][CH:12]([CH:15]2[CH2:16][CH2:17][CH:18]([CH2:21][CH2:22][c:23]3[cH:24][c:25]([F:30])[c:26]([Cl:39])[c:27]([F:29])[cH:28]3)[CH2:19][CH2:20]2)[CH2:13][CH2:14]1. Procedure details: At 0° C. and under argon, 393 mg (2.394 mmol) of 4-formyl-N-methylpyridine-2-carboxamide Example 42A were initially charged in 66 ml abs. tetrahydrofuran. At 0° C., 343 mg (2.873 mmol) of methylmagnesium bromide [1.4 mol in toluene/tetrahydrofuran 3/1] were added dropwise, and the reaction solution was stirred at this temperature for 1 h. 200 μl of semisaturated aqueous sodium bicarbonate solution and 200 ml of ethyl acetate were added to the reaction solution. The precipitate was filtered off a... Product: OC(C)C1=CC(=NC=C1)C(=O)NC (rac-4-(1-Hydroxyethyl)-N-methylpyridine-2-carboxamide). Run in C(C)(=O)OCC (ethyl acetate). Reactants: C(=O)C1=CC(=NC=C1)C(=O)NC (4-formyl-N-methylpyridine-2-carboxamide), O1CCCC1 (tetrahydrofuran), C[Mg]Br (methylmagnesium bromide), C([O-])(O)=O.[Na+] (sodium bicarbonate). Reaction conditions: time 1 hour. RXN SMILES: [CH:1]([C:3]1[CH:8]=[CH:7][N:6]=[C:5]([C:9]([NH:11][CH3:12])=[O:10])[CH:4]=1)=[O:2].O1CCC[CH2:14]1.C[Mg]Br.C(=O)(O)[O-].[Na+]>C(OCC)(=O)C>[OH:2][CH:1]([C:3]1[CH:8]=[CH:7][N:6]=[C:5]([C:9]([NH:11][CH3:12])=[O:10])[CH:4]=1)[CH3:14] |f:3.4|. The reactants are Cl[Si](C)(C)C (chlorotrimethylsilane), O=C(CCCC(=O)Cl)C1=CC=CC=C1 (5-oxo-5-phenylpentanoylchloride), C([O-])([O-])=O.[Na+].[Na+] (sodium carbonate), CNN(C1(CCC(CC1)N)C1=CC=CC=C1)NC (N,N-dimethylamino-1-phenylcyclohexane-1,4-diamine), CC(C)N=C=NC(C)C (N,N-diisopropylcarbodiimide), ON1N=NC2=C1C=CC=C2 (1-hydroxybenzotriazole), CN(C1(CCC(CC1)NC(CCCC(C1=CC=CC=C1)=O)=O)C1=CC=CC=C1)C (5-oxo-5-phenylpentanoic acid (4-dimethylamino-4-phenylcyclohexyl)amide), Cl (hydrochloride). Run in O (water), C(C)OC(C)=O (ethylacetate), C(C)OC(C)=O (ethylacetate), CN(C)C=O (DMF). Run at time 3 hour. Yields the product Cl.CN(C1(CCC(CC1)NC(CCCC(C1=CC=CC=C1)=O)=O)C1=CC=CC=C1)C (5-oxo-5-phenyl pentanoic acid (4-dimethylamino-4-phenylcyclohexyl)amide hydrochloride). As a reaction SMILES: [O:1]=[C:2]([C:9]1[CH:14]=[CH:13][CH:12]=[CH:11][CH:10]=1)[CH2:3][CH2:4][CH2:5][C:6]([Cl:8])=[O:7].CNN(NC)C1(C2C=CC=CC=2)CCC(N)CC1.CC(N=C=NC(C)C)C.ON1C2C=CC=CC=2N=N1.C(=O)([O-])[O-].[Na+].[Na+].Cl.[CH3:59][N:60]([CH3:87])[C:61]1([C:81]2[CH:86]=[CH:85][CH:84]=[CH:83][CH:82]=2)[CH2:66][CH2:65][CH:64]([NH:67]C(=O)CCCC(=O)C2C=CC=CC=2)[CH2:63][CH2:62]1.Cl[Si](C)(C)C>CN(C=O)C.C(OC(=O)C)C.O>[ClH:8].[CH3:59][N:60]([CH3:87])[C:61]1([C:81]2[CH:86]=[CH:85][CH:84]=[CH:83][CH:82]=2)[CH2:66][CH2:65][CH:64]([NH:67][C:6](=[O:7])[CH2:5][CH2:4][CH2:3][C:2](=[O:1])[C:9]2[CH:14]=[CH:13][CH:12]=[CH:11][CH:10]=2)[CH2:63][CH2:62]1 |f:4.5.6,13.14|. Procedure: As described for Example 63, 280 mg 5-oxo-5-phenylpentanoylchloride dissolved in 1.6 ml DMF were added to 350 mg of the polar diastereoisomer of N,N-dimethylamino-1-phenylcyclohexane-1,4-diamine, 230 μl N,N-diisopropylcarbodiimide and 200 μg 1-hydroxybenzotriazole (HOBt) at 5° C. while stirring. After three hours at this temperature, the mixture was stirred overnight while heating to room temperature. For working up, one-molar sodium carbonate solution was added (pH>10) and the crude product (79... Run at time 30 minute. Reaction SMILES: P(Br)(Br)[Br:2].[CH2:5]([O:7][C:8]([C:10]1[CH:11]=[N:12][C:13]2[C:18]([C:19]=1O)=[CH:17][C:16]([O:21][CH3:22])=[CH:15][CH:14]=2)=[O:9])[CH3:6]>CN(C=O)C>[CH2:5]([O:7][C:8]([C:10]1[CH:11]=[N:12][C:13]2[C:18]([C:19]=1[Br:2])=[CH:17][C:16]([O:21][CH3:22])=[CH:15][CH:14]=2)=[O:9])[CH3:6]. Starting materials: P(Br)(Br)Br (PBr3), C(C)OC(=O)C=1C=NC2=CC=C(C=C2C1O)OC (4-hydroxy-6-methoxy-quinoline-3-carboxylic acid ethyl ester). The solvent is CN(C)C=O (DMF). Procedure details: PBr3 (64.5 g, 22.5 mL, 0.239 mole) was added dropwise to a stirred, ice cold suspension of 4-hydroxy-6-methoxy-quinoline-3-carboxylic acid ethyl ester (59 g, 0.239 mole) in DMF (750 mL); the temperature rose to 15-20° C. for 30 min and then dropped to ca. 5° C. (the starting material dissolved fairly quickly and a new solid precipitated out). After 3 hr the solid was collected, washed sequentially with cold DMF, hexane, and water, then was dried at 40° C. in vacuo overnight to give the title com... The yield is 55.3%. Product: C(C)OC(=O)C=1C=NC2=CC=C(C=C2C1Br)OC (4-Bromo-6-methoxy-quinoline-3-carboxylic acid ethyl ester). The reactants are C(C)(C)(C)OC(=O)NC1=C(SC=C1)C(=C)C (3-(t-butoxycarbonylamino)-2-isopropenylthiophene), O1CCOCC1.Cl (hydrogen chloride dioxane). Solvent: C(Cl)Cl (methylene chloride). Reaction conditions: temperature 0 celsius. The product is Cl.NC1=C(SC=C1)C(=C)C (3-amino-2-isopropenylthiophene hydrochloride). Reaction SMILES: C(OC([NH:8][C:9]1[CH:13]=[CH:12][S:11][C:10]=1[C:14]([CH3:16])=[CH2:15])=O)(C)(C)C.O1CCOCC1.[ClH:23]>C(Cl)Cl>[ClH:23].[NH2:8][C:9]1[CH:13]=[CH:12][S:11][C:10]=1[C:14]([CH3:16])=[CH2:15] |f:1.2,4.5|. Reported procedure: A solution containing 0.3 g of 3-(t-butoxycarbonylamino)-2-isopropenylthiophene in 7 ml of methylene chloride was cooled to 0° C., and 3 ml of a 4N-hydrogen chloride dioxane solution was added. The mixture obtained was used as intact for the next reaction. Starting materials: C(C)(=O)OC(C(C(=O)OC)CC=1SC=CC1)C1=CN=C(N1CC=1SC(=CC1)C(=O)OC)CCCC (methyl 3-acetoxy-3-[2-n-butyl-1-{(5-carbomethoxy-2-thienyl)methyl}-1H-imidazol-5-yl]-2-(2-thienyl)methylpropanoate), N12CCCCCC2=NCCC1 (1,8-diazabicyclo-[ 5.4.0]undec-7-ene). Run in C1(=CC=CC=C1)C (toluene). Reaction conditions: temperature 80 celsius. Product: C(CCC)C=1N(C(=CN1)/C=C(/C(=O)OC)\CC=1SC=CC1)CC1=NC=C(C=C1)C(=O)OC (methyl (E)-3-[2-n-butyl-1-{(5-carbomethoxy-2-pyridyl)methyl}-1H-imidazol-5-yl]-(2-thienyl)methyl-2-propenoate). As a reaction SMILES: C(O[CH:5]([C:17]1[N:21]([CH2:22][C:23]2S[C:25]([C:28]([O:30][CH3:31])=[O:29])=[CH:26][CH:27]=2)[C:20]([CH2:32][CH2:33][CH2:34][CH3:35])=[N:19][CH:18]=1)[CH:6]([CH2:11][C:12]1[S:13][CH:14]=[CH:15][CH:16]=1)[C:7]([O:9][CH3:10])=[O:8])(=O)C.[N:36]12CCCN=C1CCCC[CH2:37]2>C1(C)C=CC=CC=1>[CH2:32]([C:20]1[N:21]([CH2:22][C:23]2[CH:27]=[CH:26][C:25]([C:28]([O:30][CH3:31])=[O:29])=[CH:37][N:36]=2)[C:17](/[CH:5]=[C:6](\[CH2:11][C:12]2[S:13][CH:14]=[CH:15][CH:16]=2)/[C:7]([O:9][CH3:10])=[O:8])=[CH:18][N:19]=1)[CH2:33][CH2:34][CH3:35]. Procedure details: A mixture of methyl 3-acetoxy-3-[2-n-butyl-1-{(5-carbomethoxy-2-thienyl)methyl}-1H-imidazol-5-yl]-2-(2-thienyl)methylpropanoate (1.99 g, 3.88 mmol) in dry toluene (150 ml) was treated with 17 ml of 1,8-diazabicyclo-[ 5.4.0]undec-7-ene (DBU) and the resulting solution was heated at 80° C. under argon for 1 hour. The solvent was evaporated, the residue triturated with diethyl ether and activated charcoal was added. After filtration, the filtrate was concentrated to give 6.29 g of an oil that was c...